This data is from the Open Reaction Database (ORD), a public repository of structured organic reaction records. The task is: describe an organic reaction: reactants, conditions, products, and yield Starting materials: Cc1ccc2c(c1C)C(=N)NC2=N, Cl, Cl, N=C1CSC(N2CCCCC2)=N1, N=C1CSC(Nc2ccccc2)=N1, N=C1NC(=N)c2ccccc21. Product: Cc1ccc2c(c1C)C(=C1SC(Nc3ccccc3)=NC1=N)NC2=N, Cl. As a reaction SMILES: [CH3:1][c:2]1[c:3]2[c:7]([cH:8][cH:9][c:10]1[CH3:11])[C:6](=[NH:12])[NH:5][C:4]2=[NH:13].[ClH:14].[ClH:39].[N:40]1([C:41]2=[N:46][C:44](=[NH:45])[CH2:43][S:42]2)[CH2:47][CH2:48][CH2:49][CH2:50][CH2:51]1.[NH:15]([c:16]1[cH:17][cH:18][cH:19][cH:20][cH:21]1)[C:22]1=[N:26][C:25](=[NH:27])[CH2:24][S:23]1.[NH:28]=[C:29]1[c:30]2[c:31]([cH:32][cH:33][cH:34][cH:35]2)[C:36](=[NH:37])[NH:38]1>>[CH3:1][c:2]1[c:3]2[c:7]([cH:8][cH:9][c:10]1[CH3:11])[C:6](=[NH:12])[NH:5][C:4]2=[C:24]1[S:23][C:22]([NH:15][c:16]2[cH:17][cH:18][cH:19][cH:20][cH:21]2)=[N:26][C:25]1=[NH:27].[ClH:14].